This data is from the Open Reaction Database (ORD), a public repository of structured organic reaction records. The task is: describe an organic reaction: reactants, conditions, products, and yield Reactants: Grignard reagent, BrC1=CSC=C1 (3-bromothiophene), BrCCCCCC (1-bromohexane), solution, 3-hexylthiophene, ferric chloride. The reagents and catalysts are bis(1,3-diphenylphosphino)propane nickel(II)chloride. The solvent is C(Cl)(Cl)Cl (chloroform), C(Cl)(Cl)Cl (chloroform). Conditions: time 2 hour. The product is C(CCCCC)C1=CSC=C1 (3-Hexylthiophene). As a reaction SMILES: Br[C:2]1[CH:6]=[CH:5][S:4][CH:3]=1.Br[CH2:8][CH2:9][CH2:10][CH2:11][CH2:12][CH3:13]>C(Cl)(Cl)Cl>[CH2:8]([C:2]1[CH:6]=[CH:5][S:4][CH:3]=1)[CH2:9][CH2:10][CH2:11][CH2:12][CH3:13]. Reported procedure: 3-Hexylthiophene was synthesized by coupling the Grignard reagent of 3-bromothiophene with 1-bromohexane using bis(1,3-diphenylphosphino)propane nickel(II)chloride as catalyst. The product was purified by fractional distillation under reduced pressure. Polymerization of the monomer was achieved by mixing a 0.1M solution of 3-hexylthiophene in chloroform with a 0.4M chloroform solution of anhydrous ferric chloride. The mixture was stirred for two hours prior to precipitation into acidified methan... The reactants are CC(C(=O)OCC)C(=O)C (ethyl 2-methylacetoacetate), [OH-].[K+] (potassium hydroxide), COCC1=CC=C(C=N1)OC1=CC(=C(N)C=C1)OC1CCOCC1 (4-{[6-(Methoxymethyl)pyridin-3-yl]oxy}-2-(tetrahydro-2H-pyran-4-yloxy)aniline), N(=O)[O-].[Na+] (sodium nitrite). Run in O (water), C(C)O (ethanol), C(C)(=O)OCC (ethyl acetate), CCCCCC (hexane), O (water), Cl (hydrochloric acid), C(C)#N (acetonitrile). The product is COCC1=CC=C(C=N1)OC1=CC(=C(C=C1)N\N=C(\C(=O)OCC)/C)OC1CCOCC1 (Ethyl (2E)-2-{[4-{[6-(methoxymethyl)pyridin-3-yl]oxy}-2-(tetrahydro-2H-pyran-4-yloxy)phenyl]hydrazono}propanoate). Yield: 82.8%. As a reaction SMILES: [CH3:1][O:2][CH2:3][C:4]1[N:9]=[CH:8][C:7]([O:10][C:11]2[CH:17]=[CH:16][C:14]([NH2:15])=[C:13]([O:18][CH:19]3[CH2:24][CH2:23][O:22][CH2:21][CH2:20]3)[CH:12]=2)=[CH:6][CH:5]=1.[N:25]([O-])=O.[Na+].[CH3:29][CH:30](C(C)=O)[C:31]([O:33][CH2:34][CH3:35])=[O:32].[OH-].[K+]>Cl.C(#N)C.O.C(O)C.CCCCCC.C(OCC)(=O)C>[CH3:1][O:2][CH2:3][C:4]1[N:9]=[CH:8][C:7]([O:10][C:11]2[CH:17]=[CH:16][C:14]([NH:15]/[N:25]=[C:30](\[CH3:29])/[C:31]([O:33][CH2:34][CH3:35])=[O:32])=[C:13]([O:18][CH:19]3[CH2:24][CH2:23][O:22][CH2:21][CH2:20]3)[CH:12]=2)=[CH:6][CH:5]=1 |f:1.2,4.5|. Reported procedure: 4-{[6-(Methoxymethyl)pyridin-3-yl]oxy}-2-(tetrahydro-2H-pyran-4-yloxy)aniline (23.4 g) was dissolved in 2N hydrochloric acid (55 mL) and acetonitrile (30 mL), and aqueous solution (70 mL) of sodium nitrite (5.86 g) was added dropwise under ice-cooling. After the completion of the dropwise addition, the reaction mixture was stirred under ice-cooling for 30 min. The reaction mixture was added dropwise to a solution of ethyl 2-methylacetoacetate (10.72 g) and potassium hydroxide (11.2 g) in water (... Starting materials: COC1=CC=2C(C3=CC=CC=C3C2C=C1)CCC(=O)O (3-(2-Methoxyfluoren-9-yl)propionic acid), O=S(Cl)Cl (SOCl2). Run in CO.O (methanol water). Conditions: time 2 hour. Product: COC1=CC=2C(C3=CC=CC=C3C2C=C1)CCC(=O)Cl (3-(2-Methoxyfluoren-9-yl)propionyl Chloride). RXN SMILES: [CH3:1][O:2][C:3]1[CH:15]=[CH:14][C:13]2[C:12]3[C:7](=[CH:8][CH:9]=[CH:10][CH:11]=3)[CH:6]([CH2:16][CH2:17][C:18]([OH:20])=O)[C:5]=2[CH:4]=1.O=S(Cl)[Cl:23]>CO.O>[CH3:1][O:2][C:3]1[CH:15]=[CH:14][C:13]2[C:12]3[C:7](=[CH:8][CH:9]=[CH:10][CH:11]=3)[CH:6]([CH2:16][CH2:17][C:18]([Cl:23])=[O:20])[C:5]=2[CH:4]=1 |f:2.3|. Procedure: 3-(2-Methoxyfluoren-9-yl)propionic acid (1.6 g, 5.2 mmol) was charged with SOCl2 (20 mL, in excess) at room temperature. The reaction mixture was boiled for 2 hr. The reaction was monitored by TLC (silica RP-18, 70% methanol/water). The excess of thionyl chloride was removed under reduced pressure, the residue (an oil) was used for the next step without further purification. Reactants: FC1=CC(=C(N)C=C1)[N+](=O)[O-] (4-fluoro-2-nitroaniline), C(C)OC=C(C(=O)OCC)C(=O)OCC (diethyl ethoxymethylenemalonate). Run in C1(=CC=CC=C1)OC1=CC=CC=C1 (diphenyl ether). Yields the product C(C)OC(=O)C1C=NC2=C(C=C(C=C2C1=O)F)[N+](=O)[O-] (3-ethoxycarbonyl-6-fluoro-8-nitro-4-oxo-3,4-dihydroquinoline). Yield: 45.0%. RXN SMILES: [F:1][C:2]1[CH:8]=[CH:7][C:5]([NH2:6])=[C:4]([N+:9]([O-:11])=[O:10])[CH:3]=1.C([O:14][CH:15]=[C:16]([C:22](OCC)=O)[C:17]([O:19][CH2:20][CH3:21])=[O:18])C>C1(OC2C=CC=CC=2)C=CC=CC=1>[CH2:20]([O:19][C:17]([CH:16]1[C:15](=[O:14])[C:7]2[C:5](=[C:4]([N+:9]([O-:11])=[O:10])[CH:3]=[C:2]([F:1])[CH:8]=2)[N:6]=[CH:22]1)=[O:18])[CH3:21]. Procedure: Using an analogous procedure to that described in Example 2 in the section relating to the preparation of starting materials 4-fluoro-2-nitroaniline and diethyl ethoxymethylenemalonate were reacted, and then refluxed in diphenyl ether to give 3-ethoxycarbonyl-6-fluoro-8-nitro-4-oxo-3,4-dihydroquinoline in 45% yield, mp 278-280° C. Reactants: C(CCC)OC(=O)C=1N=C(C2=CC=CC=C2C1O)Cl (1-chloro-4-hydroxy-isoquinoline-3-carboxylic acid butyl ester), NCCNC(C)=O (N-(2-amino-ethyl)-acetamide). The solvent is C(C)O (ethanol). Reaction conditions: time 3 day. The product is C(C)(=O)NCCNC(=O)C=1N=C(C2=CC=CC=C2C1O)Cl (1-Chloro-4-hydroxy-isoquinoline-3-carboxylic acid (2-acetylamino-ethyl)-amide). Yield: 104.0%. As a reaction SMILES: C(O[C:6]([C:8]1[N:9]=[C:10]([Cl:19])[C:11]2[C:16]([C:17]=1[OH:18])=[CH:15][CH:14]=[CH:13][CH:12]=2)=[O:7])CCC.[NH2:20][CH2:21][CH2:22][NH:23][C:24](=[O:26])[CH3:25]>C(O)C>[C:24]([NH:23][CH2:22][CH2:21][NH:20][C:6]([C:8]1[N:9]=[C:10]([Cl:19])[C:11]2[C:16]([C:17]=1[OH:18])=[CH:15][CH:14]=[CH:13][CH:12]=2)=[O:7])(=[O:26])[CH3:25]. Procedure: A mixture of 56 mg (0.2 mmol) of 1-chloro-4-hydroxy-isoquinoline-3-carboxylic acid butyl ester from example B-1 c), 227 mg (2 mmol) of N-(2-amino-ethyl)-acetamide and 0.8 ml of absolute ethanol was stirred at ambient temperature for 3 days. Then the solvent was evaporated in vacuo, the residue suspended in 3 ml of water, and the pH of the mixture was adjusted 2 to 3 by the addition of aqueous 1N HCl. The mixture was extracted with 2×25 ml of ethyl acetate. The combined organic phases were dried ... Reactants: N(=[N+]=[N-])S(=O)(=O)C=1C=C(C(=O)O)C=CC1 (3-(azidosulfonyl) benzoic acid), S(=O)(Cl)Cl (thionyl chloride). Conditions: temperature 65 celsius, time 3 hour. The product is N(=[N+]=[N-])S(=O)(=O)C=1C=C(C(=O)Cl)C=CC1 (3-(azido-sulfonyl) benzoyl chloride). The yield is 75.0%. As a reaction SMILES: [N:1]([S:4]([C:7]1[CH:8]=[C:9]([CH:13]=[CH:14][CH:15]=1)[C:10](O)=[O:11])(=[O:6])=[O:5])=[N+:2]=[N-:3].S(Cl)([Cl:18])=O>>[N:1]([S:4]([C:7]1[CH:8]=[C:9]([CH:13]=[CH:14][CH:15]=1)[C:10]([Cl:18])=[O:11])(=[O:6])=[O:5])=[N+:2]=[N-:3]. Procedure details: 11.3 grams (50 milimoles) of 3-(azidosulfonyl) benzoic acid and 31 grams (261 milimoles) of thionyl chloride were added to a 200 ml. round bottom flask equipped with a magnetic stirrer, nitrogen sparge, reflux condenser and heating mantle. The mixture was stirred for 3 hours at 65° C. and then the excess thionyl chloride was stripped under vacuum. A 75 percent yield of 3-(azido-sulfonyl) benzoyl chloride was obtained and identified by spectroscopic analysis. Said benzoyl chloride was a straw-yel... The reactants are COC(=O)C=Cc1ccc2c(c1)C(=O)CC1(CCN(Cc3csc(-c4ccccc4)n3)CC1)O2, [Na+], [OH-]. The product is O=C(O)C=Cc1ccc2c(c1)C(=O)CC1(CCN(Cc3csc(-c4ccccc4)n3)CC1)O2. RXN SMILES: [CH3:1][O:2][C:3]([CH:4]=[CH:5][c:6]1[cH:7][c:8]2[c:13]([cH:14][cH:15]1)[O:12][C:11]1([CH2:10][C:9]2=[O:33])[CH2:16][CH2:17][N:18]([CH2:21][c:22]2[n:23][c:24](-[c:27]3[cH:28][cH:29][cH:30][cH:31][cH:32]3)[s:25][cH:26]2)[CH2:19][CH2:20]1)=[O:34].[Na+:36].[OH-:35]>>[O:2]=[C:3]([CH:4]=[CH:5][c:6]1[cH:7][c:8]2[c:13]([cH:14][cH:15]1)[O:12][C:11]1([CH2:10][C:9]2=[O:33])[CH2:16][CH2:17][N:18]([CH2:21][c:22]2[n:23][c:24](-[c:27]3[cH:28][cH:29][cH:30][cH:31][cH:32]3)[s:25][cH:26]2)[CH2:19][CH2:20]1)[OH:34].